From a dataset of the Open Reaction Database (ORD), a public repository of structured organic reaction records. describe an organic reaction: reactants, conditions, products, and yield Starting materials: C=CCOCCC(NCC(O)C(Cc1ccccc1)NC(=O)OC(C)(C)C)c1cccc(OC)c1, ClCCl, [Na+], O=C([O-])O, O=S(=O)([O-])C(F)(F)F, O=S(=O)([O-])C(F)(F)F, [Sn+2]. Yields the product C=CCOCCC(NCC(O)C(N)Cc1ccccc1)c1cccc(OC)c1. As a reaction SMILES: [CH2:18]([CH:19]=[CH2:20])[O:21][CH2:22][CH2:23][CH:24]([c:25]1[cH:26][c:27]([O:31][CH3:32])[cH:28][cH:29][cH:30]1)[NH:33][CH2:34][CH:35]([CH:36]([CH2:37][c:38]1[cH:39][cH:40][cH:41][cH:42][cH:43]1)[NH:44][C:45](=[O:46])[O:47][C:48]([CH3:49])([CH3:50])[CH3:51])[OH:52].[Cl:58][CH2:59][Cl:60].[Na+:57].[O-:53][C:54]([OH:55])=[O:56].[S:10]([O-:11])([C:12]([F:13])([F:14])[F:15])(=[O:16])=[O:17].[S:1]([O-:2])([C:3]([F:4])([F:5])[F:6])(=[O:7])=[O:8].[Sn+2:9]>>[CH2:18]([CH:19]=[CH2:20])[O:21][CH2:22][CH2:23][CH:24]([c:25]1[cH:26][c:27]([O:31][CH3:32])[cH:28][cH:29][cH:30]1)[NH:33][CH2:34][CH:35]([CH:36]([CH2:37][c:38]1[cH:39][cH:40][cH:41][cH:42][cH:43]1)[NH2:44])[OH:52]. Reactants: Cc1nsc(N)n1, CN(C)C(=O)c1cnc(Oc2cc(OC3CCN(C)C3=O)cc(C(=O)O)c2)cn1, CC(C)=C(Cl)N(C)C, ClCCl, c1ccncc1. Yields the product Cc1nsc(NC(=O)c2cc(Oc3cnc(C(=O)N(C)C)cn3)cc(OC3CCN(C)C3=O)c2)n1. Reaction SMILES: [CH3:38][c:39]1[n:40][s:41][c:42]([NH2:44])[n:43]1.[CH3:9][N:10]([C:11](=[O:12])[c:13]1[n:14][cH:15][c:16]([O:19][c:20]2[cH:21][c:22]([C:23](=[O:24])[OH:25])[cH:26][c:27]([O:29][CH:30]3[C:31](=[O:36])[N:32]([CH3:35])[CH2:33][CH2:34]3)[cH:28]2)[n:17][cH:18]1)[CH3:37].[Cl:1][C:2]([N:3]([CH3:4])[CH3:5])=[C:6]([CH3:7])[CH3:8].[Cl:51][CH2:52][Cl:53].[cH:45]1[cH:46][cH:47][n:48][cH:49][cH:50]1>>[CH3:9][N:10]([C:11](=[O:12])[c:13]1[n:14][cH:15][c:16]([O:19][c:20]2[cH:21][c:22]([C:23](=[O:24])[NH:44][c:42]3[s:41][n:40][c:39]([CH3:38])[n:43]3)[cH:26][c:27]([O:29][CH:30]3[C:31](=[O:36])[N:32]([CH3:35])[CH2:33][CH2:34]3)[cH:28]2)[n:17][cH:18]1)[CH3:37].